The task is: describe an organic reaction: reactants, conditions, products, and yield. This data is from the Open Reaction Database (ORD), a public repository of structured organic reaction records. Reactants: [H-].[Na+] (sodium hydride), C1(=CC=CC=C1)COCC1CCC(O1)CO (tetrahydro-5-[(phenylmethoxy)methyl]-2-furanmethanol), ClCC(=O)N(CCC)CCC (2-chloro-N,N-dipropylacetamide), O (water). Run in CS(=O)C (dimethyl sulfoxide), CS(=O)C (dimethyl sulfoxide). Product: C(CC)N(C(COCC1OC(CC1)COCC1=CC=CC=C1)=O)CCC (N,N-Dipropyl-2-[[tetrahydro-5-[(phenylmethoxy)methyl]-2-furanyl]methoxy]acetamide). The yield is 71.5%. Reaction SMILES: [C:1]1([CH2:7][O:8][CH2:9][CH:10]2[O:14][CH:13]([CH2:15][OH:16])[CH2:12][CH2:11]2)[CH:6]=[CH:5][CH:4]=[CH:3][CH:2]=1.Cl[CH2:18][C:19]([N:21]([CH2:25][CH2:26][CH3:27])[CH2:22][CH2:23][CH3:24])=[O:20].[H-].[Na+].O>CS(C)=O>[CH2:22]([N:21]([CH2:25][CH2:26][CH3:27])[C:19](=[O:20])[CH2:18][O:16][CH2:15][CH:13]1[CH2:12][CH2:11][CH:10]([CH2:9][O:8][CH2:7][C:1]2[CH:2]=[CH:3][CH:4]=[CH:5][CH:6]=2)[O:14]1)[CH2:23][CH3:24] |f:2.3|. Procedure details: A mixture of 4.44 g of tetrahydro-5-[(phenylmethoxy)methyl]-2-furanmethanol (0.02 mole) and 3.55 g of 2-chloro-N,N-dipropylacetamide (0.02 mole) is dissolved in 125 ml of dry dimethyl sulfoxide and the mixture stirred at room temperature under nitrogen. Slowly, 0.50 g of sodium hydride (0.02 mole) is added to the dimethyl sulfoxide mixture and the reaction allowed to stir at ambient temperature (23°). After stirring for 10 minutes an exothermic reaction begins to take place and an ice-bath is us... Starting materials: BrC1=CC=C(C(=C1C=O)F)OC (6-bromo-2-fluoro-3-methoxybenzaldehyde), B(Br)(Br)Br (Boron tribromide). Solvent: ClCCl (dichloromethane). Procedure: A solution of 6-bromo-2-fluoro-3-methoxybenzaldehyde (2.0 g, 8.6 mmol) in dichloromethane (43 mL) under a nitrogen balloon was cooled to −78° C. in an acetone dry ice bath. Boron tribromide (1 M in dichloromethane, 9.5 mL) was added dropwise under nitrogen atmosphere. The reaction was stirred at room temperature overnight. The flask was then put on an ice water bath and the excess boron tribromide was quenched with ice chips. Water was added and the solution was extracted with dichloromethane. T... The yield is 85.5%. Product: BrC1=CC=C(C(=C1C=O)F)O (6-bromo-2-fluoro-3-hydroxybenzaldehyde). Run at time 8 hour. Reaction SMILES: [Br:1][C:2]1[C:7]([CH:8]=[O:9])=[C:6]([F:10])[C:5]([O:11]C)=[CH:4][CH:3]=1.B(Br)(Br)Br>ClCCl>[Br:1][C:2]1[C:7]([CH:8]=[O:9])=[C:6]([F:10])[C:5]([OH:11])=[CH:4][CH:3]=1. Reactants: C[C@H](CCC)OC1=NC(=C2N=C(N(C2=N1)CCCC1COCC1)OC)N (2-{[(1R)-1-methylbutyl]oxy}-8-(methyloxy)-9-[3-(tetrahydro-3-furanyl)propyl]-9H-purin-6-amine), Cl (HCl), O1CCOCC1 (dioxane). Run in CO (methanol), CO (methanol). Conditions: time 18 hour. Yields the product NC1=C2NC(N(C2=NC(=N1)O[C@@H](CCC)C)CCCC1COCC1)=O (6-Amino-2-{[(1R)-1-methylbutyl]oxy}-9-[3-(tetrahydro-3-furanyl)propyl]-7,9-dihydro-8H-Purin-8-one). Yield: 72.0%. RXN SMILES: [CH3:1][C@@H:2]([O:6][C:7]1[N:15]=[C:14]2[C:10]([N:11]=[C:12]([O:24]C)[N:13]2[CH2:16][CH2:17][CH2:18][CH:19]2[CH2:23][CH2:22][O:21][CH2:20]2)=[C:9]([NH2:26])[N:8]=1)[CH2:3][CH2:4][CH3:5].Cl.O1CCOCC1>CO>[NH2:26][C:9]1[N:8]=[C:7]([O:6][C@H:2]([CH3:1])[CH2:3][CH2:4][CH3:5])[N:15]=[C:14]2[C:10]=1[NH:11][C:12](=[O:24])[N:13]2[CH2:16][CH2:17][CH2:18][CH:19]1[CH2:23][CH2:22][O:21][CH2:20]1. Reported procedure: To a solution of 2-{[(1R)-1-methylbutyl]oxy}-8-(methyloxy)-9-[3-(tetrahydro-3-furanyl)propyl]-9H-purin-6-amine (52 mg, 0.143 mmol) in methanol (5 ml) at room temperature was added 4M HCl in dioxane (0.894 ml, 3.58 mmol). The reaction mixture was stirred at room temperature for 18 hrs and concentrated in vacuo to give a white solid. This material was dissolved in methanol and loaded onto a 2 g aminopropyl SPE cartridge, eluting with methanol. The solvent was removed to give the title compound as ... The reactants are C(C)[C@@](C(=O)O)(C(=C)C)O ((S)-2-ethyl-2-hydroxy-3-methyl-but-3-enoic acid), S(=O)(Cl)Cl (thionyl chloride), C(C)NCC (diethylamine), C(C)N(C(=O)C1(OC(C=2C(NC=CC21)=O)=O)CC)CC (1-ethyl-3,4-dioxo-1,3,4,5-tetrahydro-furo[3,4-c]pyridine-1-carboxylic acid diethylarnide), C(C)N(C(C)C)C(C)C (N-ethyldiisopropyl amine). Run in ClCCl (dichloromethane), ClCCl (dichloromethane), ClCCl (dichloromethane). Conditions: time 50 minute. Product: C(C)N(C([C@](C(=C)C)(O)CC)=O)CC ((S)-2-ethyl-2-hydroxy-3-methyl-but-3-enoic acid diethylamide). The yield is 65.0%. As a reaction SMILES: C([C@](O)(C(C)=C)C(O)=O)C.[CH2:11]([N:13]([CH2:29][CH3:30])[C:14]([C:16]1([CH2:27][CH3:28])[C:24]2[CH:23]=CNC(=O)[C:19]=2C(=O)[O:17]1)=[O:15])[CH3:12].C(N(C(C)C)C(C)C)C.S(Cl)(Cl)=O.C(NCC)C>ClCCl>[CH2:29]([N:13]([CH2:11][CH3:12])[C:14](=[O:15])[C@@:16]([CH2:27][CH3:28])([OH:17])[C:24]([CH3:23])=[CH2:19])[CH3:30]. Procedure details: To a solution of 1.000 g of compound (20) as obtained from example 14 (6.95 mmol) in 30 mL dichloromethane were added dropwise at −15° C. 2.5 mL N-ethyldiisopropyl amine (14.60 mmol, 2.1 eq) and after additional 8 min. 1.53 mL thionyl chloride (20.85 mmol, 3.0 eq). After 50 min., a solution of 7.22 mL diethylamine (69.5 mmol, 10.0 eq) in 20 mL dichloromethane was added dropwise using a syringe pump (addition time: 60 min.). The reaction mixture was allowed to slowly warm up to room temperature o... Starting materials: OC1C(C(C2(CO2)CC1)C1(OC1CC=C(C)C)C)OC (6-hydroxy-5-methoxy-4-[2-methyl-3-(3-methyl-2-butenyl)oxiranyl]-1-oxaspiro[2,5]octane), O1CCCC1 (tetrahydrofuran), [H-].[Na+] (sodium hydride), O1CCN(CC1)C(=O)Cl (morpholinocarbonyl chloride). The solvent is C(C)OCC (diethyl ether). The product is COC1C(C2(CO2)CCC1OC(=O)N1CCOCC1)C1(OC1CC=C(C)C)C (5-methoxy-4-[2-methyl-3-(3-methyl-2-butenyl)oxiranyl]-6-(morpholinocarbonyloxy)-1-oxaspiro[2,5]octane). The yield is 53.9%. Reaction SMILES: [OH:1][CH:2]1[CH2:9][CH2:8][C:5]2([O:7][CH2:6]2)[CH:4]([C:10]2([CH3:18])[CH:12]([CH2:13][CH:14]=[C:15]([CH3:17])[CH3:16])[O:11]2)[CH:3]1[O:19][CH3:20].O1CCCC1.[H-].[Na+].[O:28]1[CH2:33][CH2:32][N:31]([C:34](Cl)=[O:35])[CH2:30][CH2:29]1>C(OCC)C>[CH3:20][O:19][CH:3]1[CH:2]([O:1][C:34]([N:31]2[CH2:32][CH2:33][O:28][CH2:29][CH2:30]2)=[O:35])[CH2:9][CH2:8][C:5]2([O:7][CH2:6]2)[CH:4]1[C:10]1([CH3:18])[CH:12]([CH2:13][CH:14]=[C:15]([CH3:17])[CH3:16])[O:11]1 |f:2.3|. Procedure details: To a solution of 6-hydroxy-5-methoxy-4-[2-methyl-3-(3-methyl-2-butenyl)oxiranyl]-1-oxaspiro[2,5]octane (14.1 mg) in freshly distilled tetrahydrofuran (0.5 ml) was added sodium hydride (2.0 mg, 60% oil dispersion) in one portion at 5° C. The mixture was stirred for half an hour at the same temperature and then morpholinocarbonyl chloride (6.8 mg) was added thereto. The reaction mixture was stirred for 2 hours at ambient temperature and diluted with diethyl ether (2 ml). The organic layer was wash... Reactants: Nc1ccc2c(ccn2S(=O)(=O)c2ccccc2)c1, CC(=O)OCC=Cc1ccc2ncnc(Oc3ccccc3)c2c1, Oc1ccccc1. Yields the product CC(=O)OCC=Cc1ccc2ncnc(Nc3ccc4c(ccn4S(=O)(=O)c4ccccc4)c3)c2c1. As a reaction SMILES: [NH2:25][c:26]1[cH:27][c:28]2[cH:29][cH:30][n:31]([S:35](=[O:36])(=[O:37])[c:38]3[cH:39][cH:40][cH:41][cH:42][cH:43]3)[c:32]2[cH:33][cH:34]1.[O:1]([c:2]1[cH:3][cH:4][cH:5][cH:6][cH:7]1)[c:8]1[n:9][cH:10][n:11][c:12]2[cH:13][cH:14][c:15]([CH:18]=[CH:19][CH2:20][O:21][C:22]([CH3:23])=[O:24])[cH:16][c:17]12.[OH:44][c:45]1[cH:46][cH:47][cH:48][cH:49][cH:50]1>>[c:8]1([NH:25][c:26]2[cH:27][c:28]3[cH:29][cH:30][n:31]([S:35](=[O:36])(=[O:37])[c:38]4[cH:39][cH:40][cH:41][cH:42][cH:43]4)[c:32]3[cH:33][cH:34]2)[n:9][cH:10][n:11][c:12]2[cH:13][cH:14][c:15]([CH:18]=[CH:19][CH2:20][O:21][C:22]([CH3:23])=[O:24])[cH:16][c:17]12. The reactants are NNC(=O)c1ccccc1, CCO, CCOCC, CCCSP(=O)(OCC)Oc1ccc(C=O)cc1. Product: CCCSP(=O)(OCC)Oc1ccc(C=NNC(=O)c2ccccc2)cc1. Reaction SMILES: [C:22]([c:23]1[cH:24][cH:25][cH:26][cH:27][cH:28]1)(=[O:29])[NH:30][NH2:31].[CH3:19][CH2:20][OH:21].[CH3:32][CH2:33][O:34][CH2:35][CH3:36].[P:1](=[O:2])([O:3][CH2:4][CH3:5])([S:6][CH2:7][CH2:8][CH3:9])[O:10][c:11]1[cH:12][cH:13][c:14]([CH:17]=[O:18])[cH:15][cH:16]1>>[P:1](=[O:2])([O:3][CH2:4][CH3:5])([S:6][CH2:7][CH2:8][CH3:9])[O:10][c:11]1[cH:12][cH:13][c:14]([CH:17]=[N:31][NH:30][C:22]([c:23]2[cH:24][cH:25][cH:26][cH:27][cH:28]2)=[O:29])[cH:15][cH:16]1.